From a dataset of the Open Reaction Database (ORD), a public repository of structured organic reaction records. describe an organic reaction: reactants, conditions, products, and yield Starting materials: ClC(Cl)(Cl)Cl, Cc1ccsc1NC(=O)CCCl, [H-], [Na+], c1ccccc1. Yields the product Cc1ccsc1N1CCC1=O. As a reaction SMILES: [C:21]([Cl:22])([Cl:23])([Cl:24])[Cl:25].[CH3:3][c:4]1[c:5]([NH:9][C:10]([CH2:11][CH2:12][Cl:13])=[O:14])[s:6][cH:7][cH:8]1.[H-:1].[Na+:2].[cH:15]1[cH:16][cH:17][cH:18][cH:19][cH:20]1>>[CH3:3][c:4]1[c:5]([N:9]2[C:10](=[O:14])[CH2:11][CH2:12]2)[s:6][cH:7][cH:8]1. The yield is 11.0%. Conditions: time 23.5 hour. Starting materials: O1C=NCC1 (oxazoline), O1C=NCC1 (oxazoline), O1C=NCC1 (oxazoline), amide, COCCN (2-methoxyethylamine), CC=1OCCN1 (2-methyl-2-oxazoline), CO (methanol), C[O-].[Li+] (lithium methoxide), stainless steel. Yields the product amine, CC=1OCCN1 (methyl oxazoline), COCCCC(=O)N (2-methoxyethylacetamide), COCCN (2-methoxyethylamine). Reaction SMILES: [CH3:1][C:2]1[O:3][CH2:4][CH2:5][N:6]=1.CO.C[O-].[Li+].[O:12]1[CH2:16][CH2:15]N=[CH:13]1.[CH3:17][O:18][CH2:19][CH2:20][NH2:21]>>[CH3:1][C:2]1[O:3][CH2:4][CH2:5][N:6]=1.[CH3:13][O:12][CH2:16][CH2:15][CH2:1][C:2]([NH2:6])=[O:3].[CH3:17][O:18][CH2:19][CH2:20][NH2:21] |f:2.3|. Procedure: A 127.6 g portion (1.5 moles) of 2-methyl-2-oxazoline is mixed with 192.0 g (6.0 moles) absolute methanol and 11.4 g (0.3 mole) lithium methoxide in a one-liter stainless steel Parr reactor equipped with a turbine stirrer. The reactor is sealed and heated, with stirring, to between 160° C and 165° C and 220 psig. The reaction is continued under those conditions for a period of 23.5 hours. Samples are periodically taken from the reactor through a dip-pipe which is below the liquid level. Analysis... Procedure: n-Butyllithium (2.5M solution in hexanes, 12.8 ml) was added dropwise to a stirred solution of 4-methyl-2-trimethylsilylthiazole (5 g) in anhydrous tetrahydrofuran/diethyl ether/pentane (4:4:1, 75 ml) at -100° C. under an atmosphere of dry nitrogen. After 90 minutes, 4-methyl-5-thiazolecarbaldehyde (J. Amer. Chem. Soc., 1982, 104, 4934-4943) (4 g) was added. After a further 3 hours at -100° C., water was added and the mixture was warmed to room temperature. Saturated aqueous ammonium chloride so... Solvent: O1CCCC1.C(C)OCC.CCCCC (tetrahydrofuran diethyl ether pentane), O (water). Yields the product CC=1N=CSC1C(O)C1=C(N=CS1)C (bis(4-methyl-5-thiazolyl)methanol). Run at time 90 minute. The reactants are CC=1N=CSC1C=O (4-methyl-5-thiazolecarbaldehyde), [Cl-].[NH4+] (ammonium chloride), C(CCC)[Li] (n-Butyllithium), CC=1N=C(SC1)[Si](C)(C)C (4-methyl-2-trimethylsilylthiazole). RXN SMILES: C([Li])CCC.[CH3:6][C:7]1[N:8]=[C:9]([Si](C)(C)C)[S:10][CH:11]=1.[CH3:16][C:17]1[N:18]=[CH:19][S:20][C:21]=1[CH:22]=[O:23].[Cl-].[NH4+]>O1CCCC1.C(OCC)C.CCCCC.O>[CH3:6][C:7]1[N:8]=[CH:9][S:10][C:11]=1[CH:22]([C:21]1[S:20][CH:19]=[N:18][C:17]=1[CH3:16])[OH:23] |f:3.4,5.6.7|. Starting materials: C=O, CCO, CCOC=O, [H][H], CCON=O. Product: CCOC(=O)C(=O)OCC. As a reaction SMILES: [C:1]=[O:2].[CH3:15][CH2:16][OH:17].[CH:10](=[O:11])[O:12][CH2:13][CH3:14].[H:3][H:4].[N:5](=[O:6])[O:7][CH2:8][CH3:9]>>[O:7]([CH2:8][CH3:9])[C:16]([C:10](=[O:11])[O:12][CH2:13][CH3:14])=[O:17]. The reactants are CN1C=C(C2=CC(=CC(=C12)C(=O)O)OC)C(C)C (1-methyl-3-(1-methylethyl)-5-(methyloxy)-1H-indole-7-carboxylic acid), Cl.NCC=1C(NC(=CC1C)C)=O (3-(aminomethyl)-4,6-dimethyl-2(1H)-pyridinone hydrochloride), C1=CC2=C(N=C1)N(N=N2)O (HOAt), C(CCl)Cl (EDC), CN1CCOCC1 (N-methylmorpholine). The solvent is C(Cl)Cl.CO (DCM MeOH), CN(C)C=O (DMF), C(Cl)Cl.CO (DCM MeOH). Reaction conditions: time 18 hour. Product: CC1=C(C(NC(=C1)C)=O)CNC(=O)C=1C=C(C=C2C(=CN(C12)C)C(C)C)OC (N-[(4,6-Dimethyl-2-oxo-1,2-dihydro-3-pyridinyl)methyl]-1-methyl-3-(1-methylethyl)-5-(methyloxy)-1H-indole-7-carboxamide). RXN SMILES: [CH3:1][N:2]1[C:10]2[C:5](=[CH:6][C:7]([O:14][CH3:15])=[CH:8][C:9]=2[C:11]([OH:13])=O)[C:4]([CH:16]([CH3:18])[CH3:17])=[CH:3]1.Cl.[NH2:20][CH2:21][C:22]1[C:23](=[O:30])[NH:24][C:25]([CH3:29])=[CH:26][C:27]=1[CH3:28].C1C=NC2N(O)N=NC=2C=1.C(Cl)CCl.CN1CCOCC1>CN(C=O)C.C(Cl)Cl.CO>[CH3:28][C:27]1[CH:26]=[C:25]([CH3:29])[NH:24][C:23](=[O:30])[C:22]=1[CH2:21][NH:20][C:11]([C:9]1[CH:8]=[C:7]([O:14][CH3:15])[CH:6]=[C:5]2[C:10]=1[N:2]([CH3:1])[CH:3]=[C:4]2[CH:16]([CH3:18])[CH3:17])=[O:13] |f:1.2,7.8|. Reported procedure: To a stirred suspension of 1-methyl-3-(1-methylethyl)-5-(methyloxy)-1H-indole-7-carboxylic acid (78 mg, 0.315 mmol), 3-(aminomethyl)-4,6-dimethyl-2(1H)-pyridinone hydrochloride (59.5 mg, 0.315 mmol), HOAt (64 mg, 0.473 mmol) in DMF (4 mL) was added EDC (121 mg, 0.631 mmol) and N-methylmorpholine (52 μL, 0.473 mmol). The reaction mixture was stirred for 18 hr at room temperature, after which time the contents were evaporated to near dryness. Water (˜5 mL) was added and the solids which precipitat... The reactants are CC(C)(C)[O-], CC#N, O=C(Cl)OCCl, ClCCl, [Li+], CC(=O)NCC1CN(c2ccc(C3CCS(=O)(=O)CC3)c(F)c2)C(=O)O1, O. Yields the product CC(=O)N(CC1CN(c2ccc(C3CCS(=O)(=O)CC3)c(F)c2)C(=O)O1)C(=O)OCCl. RXN SMILES: [CH3:27][C:28]([CH3:29])([O-:30])[CH3:31].[CH3:42][C:43]#[N:44].[Cl:33][C:34](=[O:35])[O:36][CH2:37][Cl:38].[Cl:39][CH2:40][Cl:41].[Li+:32].[O:1]=[S:2]1(=[O:26])[CH2:3][CH2:4][CH:5]([c:8]2[c:9]([F:25])[cH:10][c:11]([N:14]3[C:15](=[O:24])[O:16][CH:17]([CH2:19][NH:20][C:21]([CH3:22])=[O:23])[CH2:18]3)[cH:12][cH:13]2)[CH2:6][CH2:7]1.[OH2:45]>>[O:1]=[S:2]1(=[O:26])[CH2:3][CH2:4][CH:5]([c:8]2[c:9]([F:25])[cH:10][c:11]([N:14]3[C:15](=[O:24])[O:16][CH:17]([CH2:19][N:20]([C:21]([CH3:22])=[O:23])[C:34](=[O:35])[O:36][CH2:37][Cl:38])[CH2:18]3)[cH:12][cH:13]2)[CH2:6][CH2:7]1. The yield is 82.0%. Product: CO\N=C(/C(=O)N[C@H]1[C@@H]2N(C(=C(CS2)C2COCC2)C(=O)OC(C)(C)C)C1=O)\C=1N=C(SC1)NC(C1=CC=CC=C1)(C1=CC=CC=C1)C1=CC=CC=C1 (t-Butyl (6R,7R)-7-[2-(Z)-Methoxyimino-2-(2-tritylaminothiazol-4-yl)acetamido]-3-[(RS)-tetrahydrofuran-3-yl]ceph-3-em-4-carboxylate), foam. Solvent: CN(C)C=O (DMF), CN(C)C=O (DMF), N1=CC=CC=C1 (pyridine). Reported procedure: 2-(Z)-Methoxyimino-2-(2-tritylaminothiazol-4-yl)acetic acid hydrochloride (0.751g) in DMF (5ml) was treated with methanesulphonyl chloride (0.179g, 0.121ml) and diisopropylethylamine (0.404g, 0.544ml) as described in Example 1(g). This was then treated with t-butyl (6R,7R)-7-amino-3-[(RS)-tetrahydrofuran-3-yl]ceph-3-em-4-carboxylate (0.464g) and pyridine (0.112g, 0.114ml) in DMF (5ml). Following work up and purification by flash chromatography with 40, 50 and 60% ethyl acetate/hexane, the title ... Reactants: Cl.CO\N=C(/C(=O)O)\C=1N=C(SC1)NC(C1=CC=CC=C1)(C1=CC=CC=C1)C1=CC=CC=C1 (2-(Z)-Methoxyimino-2-(2-tritylaminothiazol-4-yl)acetic acid hydrochloride), CS(=O)(=O)Cl (methanesulphonyl chloride), C(C)(C)N(CC)C(C)C (diisopropylethylamine), N[C@H]1[C@@H]2N(C(=C(CS2)C2COCC2)C(=O)OC(C)(C)C)C1=O (t-butyl (6R,7R)-7-amino-3-[(RS)-tetrahydrofuran-3-yl]ceph-3-em-4-carboxylate). RXN SMILES: Cl.[CH3:2][O:3]/[N:4]=[C:5](/[C:9]1[N:10]=[C:11]([NH:14][C:15]([C:28]2[CH:33]=[CH:32][CH:31]=[CH:30][CH:29]=2)([C:22]2[CH:27]=[CH:26][CH:25]=[CH:24][CH:23]=2)[C:16]2[CH:21]=[CH:20][CH:19]=[CH:18][CH:17]=2)[S:12][CH:13]=1)\[C:6]([OH:8])=O.CS(Cl)(=O)=O.C(N(C(C)C)CC)(C)C.[NH2:48][C@@H:49]1[C:68](=[O:69])[N:51]2[C:52]([C:61]([O:63][C:64]([CH3:67])([CH3:66])[CH3:65])=[O:62])=[C:53]([CH:56]3[CH2:60][CH2:59][O:58][CH2:57]3)[CH2:54][S:55][C@H:50]12>CN(C=O)C.N1C=CC=CC=1>[CH3:2][O:3]/[N:4]=[C:5](/[C:9]1[N:10]=[C:11]([NH:14][C:15]([C:16]2[CH:17]=[CH:18][CH:19]=[CH:20][CH:21]=2)([C:22]2[CH:27]=[CH:26][CH:25]=[CH:24][CH:23]=2)[C:28]2[CH:33]=[CH:32][CH:31]=[CH:30][CH:29]=2)[S:12][CH:13]=1)\[C:6]([NH:48][C@@H:49]1[C:68](=[O:69])[N:51]2[C:52]([C:61]([O:63][C:64]([CH3:65])([CH3:66])[CH3:67])=[O:62])=[C:53]([CH:56]3[CH2:60][CH2:59][O:58][CH2:57]3)[CH2:54][S:55][C@H:50]12)=[O:8] |f:0.1|.